describe an organic reaction: reactants, conditions, products, and yield From a dataset of the Open Reaction Database (ORD), a public repository of structured organic reaction records. The reactants are CCOc1ccc(Br)cc1, C[Si](C)(Cl)Cl, [Mg], C1CCOC1. Product: CCOc1ccc([Si](C)(C)Cl)cc1. Reaction SMILES: [CH2:2]([CH3:3])[O:4][c:5]1[cH:6][cH:7][c:8]([Br:11])[cH:9][cH:10]1.[Cl:12][Si:13]([CH3:14])([CH3:15])[Cl:16].[Mg:1].[O:17]1[CH2:18][CH2:19][CH2:20][CH2:21]1>>[CH2:2]([CH3:3])[O:4][c:5]1[cH:6][cH:7][c:8]([Si:13]([Cl:12])([CH3:14])[CH3:15])[cH:9][cH:10]1. The reactants are C(C)(=O)OC(C)=O (acetic anhydride), C(OCC)([O-])[O-] (ethyl orthoformate), COC=1C(=C(C(=O)CC(=O)OCC)C=C(C1F)F)F (ethyl 3-methoxy-2,4,5-trifluorobenzoylacetate), C1(CC1)N (cyclopropylamine). The solvent is C(Cl)Cl (methylene chloride). Run at time 30 minute. The product is C1(CC1)NC=C(C(=O)OCC)C(C1=C(C(=C(C(=C1)F)F)OC)F)=O (ethyl 3-cyclopropylamino-2-(3-methoxy-2,4,5-trifluorobenzoyl)acrylate). As a reaction SMILES: C(OC(=O)C)(=O)C.[CH:8]([O-:13])([O-])[O:9][CH2:10][CH3:11].[CH3:14][O:15][C:16]1[C:17]([F:32])=[C:18]([CH:27]=[C:28]([F:31])[C:29]=1[F:30])[C:19]([CH2:21][C:22](OCC)=O)=[O:20].[CH:33]1([NH2:36])[CH2:35][CH2:34]1>C(Cl)Cl>[CH:33]1([NH:36][CH:22]=[C:21]([C:19](=[O:20])[C:18]2[CH:27]=[C:28]([F:31])[C:29]([F:30])=[C:16]([O:15][CH3:14])[C:17]=2[F:32])[C:8]([O:9][CH2:10][CH3:11])=[O:13])[CH2:35][CH2:34]1. Reported procedure: 3.5 ml of acetic anhydride and 1.1 ml of ethyl orthoformate were added to 1.40 g (0.005 mole) of ethyl 3-methoxy-2,4,5-trifluorobenzoylacetate (XXIX) [prepared as described in Step (E9) above], and the mixture was heated under reflux for 1 hour and then concentrated by evaporation under reduced pressure. 0.38 g (0.006 mole) of cyclopropylamine was added dropwise, whilst ice-cooling and stirring, to a solution of the residue in 10 ml of methylene chloride, and the mixture was stirred for a furthe... The reactants are FC(OC1=CC=C(OC2CN(C2)CC(=O)N[C@H]2CN3C(OC2)=NC(=C3)[N+](=O)[O-])C=C1)(F)F (2-(3-(4-(trifluoromethoxy)phenoxy)azetidin-1-yl)-N—((S)-6,7-dihydro-2-nitro-5H-imidazo[2,1-b][1,3]oxazin-6-yl)acetamide), C(\C=C/C(=O)O)(=O)O (maleic acid). Solvent: C(C)(C)O (isopropanol), C(C)(C)O (isopropanol). Run at time 10 minute. The product is C(\C=C/C(=O)O)(=O)O.FC(OC1=CC=C(OC2CN(C2)CC(=O)N[C@H]2CN3C(OC2)=NC(=C3)[N+](=O)[O-])C=C1)(F)F (2-(3-(4-(trifluoromethoxy)phenoxy)azetidin-1-yl)-N—((S)-6,7-dihydro-2-nitro-5H-imidazo[2,1-b][1,3]oxazin-6-yl)acetamide maleate). Yield: 44.8%. Reaction SMILES: [F:1][C:2]([F:32])([F:31])[O:3][C:4]1[CH:30]=[CH:29][C:7]([O:8][CH:9]2[CH2:12][N:11]([CH2:13][C:14]([NH:16][C@@H:17]3[CH2:22][O:21][C:20]4=[N:23][C:24]([N+:26]([O-:28])=[O:27])=[CH:25][N:19]4[CH2:18]3)=[O:15])[CH2:10]2)=[CH:6][CH:5]=1.[C:33]([OH:40])(=[O:39])/[CH:34]=[CH:35]\[C:36]([OH:38])=[O:37]>C(O)(C)C>[C:33]([OH:40])(=[O:39])/[CH:34]=[CH:35]\[C:36]([OH:38])=[O:37].[F:32][C:2]([F:1])([F:31])[O:3][C:4]1[CH:30]=[CH:29][C:7]([O:8][CH:9]2[CH2:12][N:11]([CH2:13][C:14]([NH:16][C@@H:17]3[CH2:22][O:21][C:20]4=[N:23][C:24]([N+:26]([O-:28])=[O:27])=[CH:25][N:19]4[CH2:18]3)=[O:15])[CH2:10]2)=[CH:6][CH:5]=1 |f:3.4|. Reported procedure: 2-(3-(4-(trifluoromethoxy)phenoxy)azetidin-1-yl)-N—((S)-6,7-dihydro-2-nitro-5H-imidazo[2,1-b][1,3]oxazin-6-yl)acetamide (33 mg, 0.07 mmol) was dissolved in isopropanol (2 mL), added dropwise maleic acid (8 mg, 0.08 mmol) in isopropanol solution at room temperature, after which stirred for 10 min, filtered, recrystallize to give 18 mg light yellow solid, yield was 45%. The reactants are resultant mixture, Cl (HCl), Cl (HCl), OC(C(=O)C1=CC=CC=C1)(C)C (2-hydroxy-2-methyl-1-phenylpropan-1-one), [Al+3].[Cl-].[Cl-].[Cl-] (AlCl3), C=O (paraformaldehyde), [OH-].[Na+] (NaOH). Solvent: O (water), C(Cl)(Cl)Cl (chloroform). Run at temperature 4 celsius. The product is ClCC=1C=C(C=CC1)C(C(C)(C)O)=O (1-(3-(chloromethyl)phenyl)-2-hydroxy-2-methylpropan-1-one). The yield is 33.0%. Reaction SMILES: [OH:1][C:2]([CH3:12])([CH3:11])[C:3]([C:5]1[CH:10]=[CH:9][CH:8]=[CH:7][CH:6]=1)=[O:4].[Al+3].[Cl-:14].[Cl-].[Cl-].[CH2:17]=O.Cl.[OH-].[Na+]>C(Cl)(Cl)Cl.O>[Cl:14][CH2:17][C:7]1[CH:6]=[C:5]([C:3](=[O:4])[C:2]([OH:1])([CH3:12])[CH3:11])[CH:10]=[CH:9][CH:8]=1 |f:1.2.3.4,7.8|. Procedure: under nitrogen atmosphere 5 grams of Darocur 1173 (2-hydroxy-2-methyl-1-phenylpropan-1-one) was mixed with 24 grams of anhydrous AlCl3 in 100 mL of dry chloroform. Upon cooling to 4° C. 4.5 grams of paraformaldehyde powder was slowly added and the resultant mixture was stirred at room temperature for 12 hrs (note that HCl gas released from the reaction was neutralized by 2N NaOH solution). The mixture was poured into water, and the precipitate generated was dissolved by adding 2N HCl solution. T... The reactants are FC(/C=C/C(=O)O)(F)F ((E)-4,4,4-Trifluorobut-2-enoic acid), COC1=CC=C(C(=N1)C)NCCN (N-(6-methoxy-2-methyl-3-pyridyl)ethane-1,2-diamine), C(C)(C)N(CC)C(C)C (diisopropylethylamine), C(C(=O)Cl)(=O)Cl (oxalyl chloride). The reagents and catalysts are C(Cl)Cl (DCM). The solvent is C(Cl)Cl (DCM). Reaction conditions: time 15 minute. Yields the product FC(/C=C/C(=O)NCCNC=1C(=NC(=CC1)OC)C)(F)F ((E)-4,4,4-Trifluoro-N-[2-[(6-methoxy-2-methyl-3-pyridyl)amino]ethyl]but-2-enamide). Isolated yield 23.3%. As a reaction SMILES: [F:1][C:2]([F:9])([F:8])/[CH:3]=[CH:4]/[C:5](O)=[O:6].C(Cl)(=O)C(Cl)=O.[CH3:16][O:17][C:18]1[N:23]=[C:22]([CH3:24])[C:21]([NH:25][CH2:26][CH2:27][NH2:28])=[CH:20][CH:19]=1.C(N(C(C)C)CC)(C)C>C(Cl)Cl>[F:1][C:2]([F:9])([F:8])/[CH:3]=[CH:4]/[C:5]([NH:28][CH2:27][CH2:26][NH:25][C:21]1[C:22]([CH3:24])=[N:23][C:18]([O:17][CH3:16])=[CH:19][CH:20]=1)=[O:6]. Procedure details: (E)-4,4,4-Trifluorobut-2-enoic acid (33 mg, 0.23 mmol) was dissolved in DCM (1 ml containing one drop of dimethyl formamide), oxalyl chloride was added (20 μl, 0.23 mmol) and the solution was stirred at room temperature for 15 minutes. This solution was added to a solution of N-(6-methoxy-2-methyl-3-pyridyl)ethane-1,2-diamine (27 mg, 0.15 mmol) and diisopropylethylamine (88 μl, 0.5 mmol) in DCM (2 ml) and the resulting mixture was stirred at room temperature for three hours. The volatiles were r... The reactants are CN(C)CC1(CCN(CC1)C(=O)OCC)O (ethyl 4-dimethylaminomethyl-4-hydroxypiperidine-1-carboxylate), Cl (hydrochloric acid). The product is Cl.Cl.CN(C)CC1(CCNCC1)O (4-Dimethylaminomethyl-4-hydroxypiperidine dihydrochloride). RXN SMILES: [CH3:1][N:2]([CH2:4][C:5]1([OH:16])[CH2:10][CH2:9][N:8](C(OCC)=O)[CH2:7][CH2:6]1)[CH3:3].[ClH:17]>>[ClH:17].[ClH:17].[CH3:3][N:2]([CH2:4][C:5]1([OH:16])[CH2:6][CH2:7][NH:8][CH2:9][CH2:10]1)[CH3:1] |f:2.3.4|. Reported procedure: 4.5 g (19.4 mmol) of ethyl 4-dimethylaminomethyl-4-hydroxypiperidine-1-carboxylate are heated overnight under reflux with 35 ml of concentrated hydrochloric acid. The product is concentrated, and the crystals are triturated with acetone, filtered off with suction and dried in a vacuum desiccator over P4O10.